This data is from the Open Reaction Database (ORD), a public repository of structured organic reaction records. The task is: describe an organic reaction: reactants, conditions, products, and yield Reactants: C1(=CC=CC=C1)C1=NC(=NN1)CC#N (5-phenyl-1H-1,2,4-triazole-3-acetonitrile), C(CCC)[Li] (butyllithium), O (water), BrC(=CC#N)C1=CC=CC=C1 (3-bromo-3-phenyl-2-propenenitrile). Solvent: O1CCCC1 (tetrahydrofuran). Run at time 1 hour. The product is NC1=CC(=C(C=2N1N=C(N2)C2=CC=CC=C2)C#N)C2=CC=CC=C2 (5-amino-2,7-diphenyl-[1,2,4]triazolo[1,5-a]pyridine-8-carbonitril). Yield: 1.2%. As a reaction SMILES: [C:1]1([C:7]2[NH:11][N:10]=[C:9]([CH2:12][C:13]#[N:14])[N:8]=2)[CH:6]=[CH:5][CH:4]=[CH:3][CH:2]=1.C([Li])CCC.Br[C:21]([C:25]1[CH:30]=[CH:29][CH:28]=[CH:27][CH:26]=1)=[CH:22][C:23]#[N:24].O>O1CCCC1>[NH2:24][C:23]1[N:10]2[N:11]=[C:7]([C:1]3[CH:2]=[CH:3][CH:4]=[CH:5][CH:6]=3)[N:8]=[C:9]2[C:12]([C:13]#[N:14])=[C:21]([C:25]2[CH:30]=[CH:29][CH:28]=[CH:27][CH:26]=2)[CH:22]=1. Reported procedure: A solution of 0.18 g (0.001 mol) 5-phenyl-1H-1,2,4-triazole-3-acetonitrile in 7 ml tetrahydrofuran was treated at −70° C. with 1.56 ml (0.0025 mol) butyllithium (1.6 M in hexane). After one hour 0.21 g (0.001 mol) 3-bromo-3-phenyl-2-propenenitrile was added, stirring was continued for one hour, the mixture warmed to room temperature over night and water was added. Extraction with diethylether, chromatography on silicagel with dichloromethane/methanol 99/1 and crystallisation from diethylether ga... The reactants are OS(=O)(=O)O (H2SO4), FC1=C(C(=CC=C1)F)F (1,2,3-trifluorobenzene), 2-methylbutylnitrile, [K].C[Si](C)(C)[N-][Si](C)(C)C (potassium bis-trimethylsilylamide), C1(=CC=CC=C1)C (toluene), ice water, CCOCC (ether). The product is ether-hexane, CC(C#N)(CC)C1=C(C(=CC=C1)F)F (2-methyl-2-(2,3-difluorophenyl)butyronitrile), CC(C#N)(CC)C1=C(C=CC=C1F)F (2-methyl-2-(2,6-difluorophenyl)butyronitrile). Isolated yield 0.0%. RXN SMILES: [F:1][C:2]1[CH:7]=[CH:6][CH:5]=[C:4]([F:8])[C:3]=1[F:9].[K].C[Si]([N-:15][Si](C)(C)C)(C)C.CCOCC.OS(O)(=O)=O.[C:30]1([CH3:36])[CH:35]=[CH:34]C=C[CH:31]=1>>[CH3:36][C:30]([C:2]1[CH:7]=[CH:6][CH:5]=[C:4]([F:8])[C:3]=1[F:9])([CH2:35][CH3:34])[C:31]#[N:15].[CH3:36][C:30]([C:3]1[C:4]([F:8])=[CH:5][CH:6]=[CH:7][C:2]=1[F:1])([CH2:35][CH3:34])[C:31]#[N:15] |f:1.2,^1:9|. Procedure details: A solution of 5.0 g (37.85 mmol) of 1,2,3-trifluorobenzene, 3.30 g (39.74 mmol) of 2-methylbutylnitrile and 75.7 ml (0.5 M in toluene) of potassium-bis-trimethylsilylamide in 182 ml of toluene is heated for 3 hours at 60° C. It is mixed with ice water and ether. The organic phase is acidified with 10% H2SO4 and washed three times with water, dried (Na2SO4) and concentrated by evaporation in a vacuum. After chromatography on silica gel with 0–4% ether-hexane, 3.8 g of 2-methyl-2-(2,3-difluorophen...